This data is from the Open Reaction Database (ORD), a public repository of structured organic reaction records. The task is: describe an organic reaction: reactants, conditions, products, and yield Starting materials: C(C)OC1=C(C=C(C=C1)C1=CC2=C(C(=N1)C#N)N=CN2)C(F)(F)F (6-(4-ethoxy-3-trifluoromethyl-phenyl)-1H-imidazo[4,5-c]pyridine-4-carbonitrile), BrCCCC(=O)OC (methyl 4-bromobutyrate). Yields the product C(#N)C1=NC(=CC2=C1N=CN2C(C(=O)O)CC)C2=CC(=C(C=C2)OCC)C(F)(F)F ([4-Cyano-6-(4-ethoxy-3-trifluoromethyl-phenyl)-imidazo[4,5-c]pyridin-1-yl]-butyric acid). Reaction SMILES: [CH2:1]([O:3][C:4]1[CH:9]=[CH:8][C:7]([C:10]2[N:15]=[C:14]([C:16]#[N:17])[C:13]3[N:18]=[CH:19][NH:20][C:12]=3[CH:11]=2)=[CH:6][C:5]=1[C:21]([F:24])([F:23])[F:22])[CH3:2].Br[CH2:26][CH2:27][CH2:28][C:29]([O:31]C)=[O:30]>>[C:16]([C:14]1[C:13]2[N:18]=[CH:19][N:20]([CH:28]([CH2:27][CH3:26])[C:29]([OH:31])=[O:30])[C:12]=2[CH:11]=[C:10]([C:7]2[CH:8]=[CH:9][C:4]([O:3][CH2:1][CH3:2])=[C:5]([C:21]([F:23])([F:24])[F:22])[CH:6]=2)[N:15]=1)#[N:17]. Procedure details: This compound was from 6-(4-ethoxy-3-trifluoromethyl-phenyl)-1H-imidazo-[4,5-c]pyridine-4-carbonitrile (Example 1) with the use of methyl 4-bromobutyrate instead of methyl bromoacetate and using the methods described in examples 2 and 3. 1H NMR (DMSO): δ 8.69 (m, 2H) 8.43-8.38 (m, 2H) 7.42 (d, 1H) 4.44 (t, 2H) 4.27 (q, 2H) 2.29 (t, 2H) 2.11 (m, 2H) 1.38 (t, 3H). MS m/z 419.5 (M+1). Reactants: CCN, CCOC(=O)CC(=O)C(C)Oc1ccc(Oc2ncc(C(F)(F)F)cc2Cl)cc1. The product is CCNC(=CC(=O)OCC)C(C)Oc1ccc(Oc2ncc(C(F)(F)F)cc2Cl)cc1. RXN SMILES: [CH3:30][CH2:31][NH2:32].[Cl:1][c:2]1[c:3]([O:12][c:13]2[cH:14][cH:15][c:16]([O:17][CH:18]([C:19]([CH2:20][C:21](=[O:22])[O:23][CH2:24][CH3:25])=[O:26])[CH3:27])[cH:28][cH:29]2)[n:4][cH:5][c:6]([C:8]([F:9])([F:10])[F:11])[cH:7]1>>[Cl:1][c:2]1[c:3]([O:12][c:13]2[cH:14][cH:15][c:16]([O:17][CH:18]([C:19](=[CH:20][C:21](=[O:22])[O:23][CH2:24][CH3:25])[NH:32][CH2:31][CH3:30])[CH3:27])[cH:28][cH:29]2)[n:4][cH:5][c:6]([C:8]([F:9])([F:10])[F:11])[cH:7]1. Starting materials: C(C)(C)(C)OO (tert-butyl hydroperoxide), C(CCCCCCCCC(=O)OC1CC(NC(C1)(C)C)(C)C)(=O)OC1CC(NC(C1)(C)C)(C)C (di-(2,2,6,6-tetramethylpiperidin-4-yl) sebacate), CCCCCCCCC (nonane), CCCCCCC (heptane), C(C)(=O)OCC (ethyl acetate). Reagents/catalysts: [Mo](=O)(=O)=O (molybdenum trioxide). Run at temperature 60 celsius, time 2 hour. Product: colorless oil, C(CCCCCCCCC(=O)OC1CC(N(C(C1)(C)C)OCCCCCCCCC)(C)C)(=O)OC1CC(N(C(C1)(C)C)OCCCCCCCCC)(C)C (Di-(1-nonyloxy-2,2,6,6-tetramethylpiperidin-4-yl) Sebacate). The yield is 67.0%. As a reaction SMILES: [C:1]([O:5]O)([CH3:4])(C)C.[C:7]([O:30][CH:31]1[CH2:36][C:35]([CH3:38])([CH3:37])[NH:34][C:33]([CH3:40])([CH3:39])[CH2:32]1)(=[O:29])[CH2:8][CH2:9][CH2:10][CH2:11][CH2:12][CH2:13][CH2:14][CH2:15][C:16]([O:18][CH:19]1[CH2:24][C:23]([CH3:26])([CH3:25])[NH:22][C:21]([CH3:28])([CH3:27])[CH2:20]1)=[O:17].[CH3:41][CH2:42][CH2:43][CH2:44][CH2:45][CH2:46][CH2:47][CH2:48][CH3:49].[CH3:50][CH2:51][CH2:52][CH2:53][CH2:54][CH2:55][CH3:56].C(OCC)(=[O:59])C>[Mo](=O)(=O)=O>[C:7]([O:30][CH:31]1[CH2:36][C:35]([CH3:38])([CH3:37])[N:34]([O:5][CH2:1][CH2:4][CH2:50][CH2:51][CH2:52][CH2:53][CH2:54][CH2:55][CH3:56])[C:33]([CH3:40])([CH3:39])[CH2:32]1)(=[O:29])[CH2:8][CH2:9][CH2:10][CH2:11][CH2:12][CH2:13][CH2:14][CH2:15][C:16]([O:18][CH:19]1[CH2:24][C:23]([CH3:25])([CH3:26])[N:22]([O:59][CH2:41][CH2:42][CH2:43][CH2:44][CH2:45][CH2:46][CH2:47][CH2:48][CH3:49])[C:21]([CH3:27])([CH3:28])[CH2:20]1)=[O:17]. Procedure details: A solution of 55 grams (427 mmol) of 70% aqueous tert-butyl hydroperoxide is added over 85 minutes to a mixture of 25 grams (52 mmol) of di-(2,2,6,6-tetramethylpiperidin-4-yl) sebacate, 1.5 grams (10.4 mmol) of molybdenum trioxide and 190 ml of a nonane fraction (b.p. 148°-156° C., Fluka) which mixture is first heated to 60° C. During the addition, the reaction temperature is slowly increased till the mixture begins to reflux. Water is collected in a Dean-Stark trap. The reaction mixture is heat...